The task is: describe an organic reaction: reactants, conditions, products, and yield. This data is from the Open Reaction Database (ORD), a public repository of structured organic reaction records. The reactants are C(C)OCC (diethylether), COC1=C(C=C(C=C1)OC)CCNC(=O)N[C@H](CC1=CC(=C(C(=C1)Br)O)Br)C(=O)N[C@@H](CCCCNC(=O)OCC1=CC=CC=C1)C(=O)N1CCN(CC1)C1=CC=NC=C1 (1-[N2—[N-[[[2-(2,5-dimethoxyphenyl)ethyl]amino]carbonyl]-3,5-dibromo-D-tyrosyl]-N6-[(phenylmethoxy)carbonyl]-L-lysyl]-4-(4-pyridinyl)-piperazine), solution, Br (hydrogen bromide). Solvent: C(C)(=O)O (acetic acid), C1(=CC=CC=C1)OC (anisole), C(C)(=O)O (acetic acid). Conditions: time 12 hour. The product is COC1=C(C=C(C=C1)OC)CCNC(=O)NC(CC1=CC(=C(C(=C1)Br)O)Br)C(=O)N[C@@H](CCCCN)C(=O)N1CCN(CC1)C1=CC=NC=C1 (1-[N2—[N-[[[2-(2,5-dimethoxyphenyl)ethyl]amino]carbonyl]-3,5 dibromo-D,L-tyrosyl]-L-lysyl]-4-(4-pyridinyl)-piperazine). Reaction SMILES: [CH3:1][O:2][C:3]1[CH:8]=[CH:7][C:6]([O:9][CH3:10])=[CH:5][C:4]=1[CH2:11][CH2:12][NH:13][C:14]([NH:16][C@@H:17]([C:28]([NH:30][C@H:31]([C:47]([N:49]1[CH2:54][CH2:53][N:52]([C:55]2[CH:60]=[CH:59][N:58]=[CH:57][CH:56]=2)[CH2:51][CH2:50]1)=[O:48])[CH2:32][CH2:33][CH2:34][CH2:35][NH:36]C(OCC1C=CC=CC=1)=O)=[O:29])[CH2:18][C:19]1[CH:24]=[C:23]([Br:25])[C:22]([OH:26])=[C:21]([Br:27])[CH:20]=1)=[O:15].Br.C(OCC)C>C(O)(=O)C.C1(OC)C=CC=CC=1>[CH3:1][O:2][C:3]1[CH:8]=[CH:7][C:6]([O:9][CH3:10])=[CH:5][C:4]=1[CH2:11][CH2:12][NH:13][C:14]([NH:16][CH:17]([C:28]([NH:30][C@H:31]([C:47]([N:49]1[CH2:50][CH2:51][N:52]([C:55]2[CH:60]=[CH:59][N:58]=[CH:57][CH:56]=2)[CH2:53][CH2:54]1)=[O:48])[CH2:32][CH2:33][CH2:34][CH2:35][NH2:36])=[O:29])[CH2:18][C:19]1[CH:24]=[C:23]([Br:25])[C:22]([OH:26])=[C:21]([Br:27])[CH:20]=1)=[O:15]. Procedure: A mixture of 0.8 g (0.84 mmol) of 1-[N2—[N-[[[2-(2,5-dimethoxyphenyl)ethyl]amino]carbonyl]-3,5-dibromo-D-tyrosyl]-N6-[(phenylmethoxy)carbonyl]-L-lysyl]-4-(4-pyridinyl)-piperazine, 50 ml of glacial acetic acid, 25 ml of a 33% solution of hydrogen bromide in glacial acetic acid and 2 ml of anisole was stirred for 12 hours at ambient temperature. The reaction mixture was stirred into diethylether and the resulting precipitate was suction filtered. The solid residue was purified by column chromatogr... The reactants are C1CCOC1, Clc1ncccn1, OCC1CC(c2ccc(CN3CCCC3)cc2)C1. Product: c1cnc(OCC2CC(c3ccc(CN4CCCC4)cc3)C2)nc1. RXN SMILES: [CH2:26]1[O:27][CH2:28][CH2:29][CH2:30]1.[Cl:19][c:20]1[n:21][cH:22][cH:23][cH:24][n:25]1.[N:1]1([CH2:6][c:7]2[cH:8][cH:9][c:10]([CH:13]3[CH2:14][CH:15]([CH2:17][OH:18])[CH2:16]3)[cH:11][cH:12]2)[CH2:2][CH2:3][CH2:4][CH2:5]1>>[N:1]1([CH2:6][c:7]2[cH:8][cH:9][c:10]([CH:13]3[CH2:14][CH:15]([CH2:17][O:18][c:20]4[n:21][cH:22][cH:23][cH:24][n:25]4)[CH2:16]3)[cH:11][cH:12]2)[CH2:2][CH2:3][CH2:4][CH2:5]1. Starting materials: CC(C)(C)n1c(=O)[nH]c2ccccc21, CN(C)C=O, CC(C)[O-], CC(C)[O-], CC(C)[O-], CC(C)[O-], [H-], [Na+], [Ti+4], OCC1OC1c1ccccc1. Yields the product CC(C)(C)n1c(=O)n(C(c2ccccc2)C(O)CO)c2ccccc21. Reaction SMILES: [C:1]([CH3:2])([CH3:3])([CH3:4])[n:5]1[c:6](=[O:14])[nH:7][c:8]2[c:9]1[cH:10][cH:11][cH:12][cH:13]2.[CH3:28][N:29]([CH3:30])[CH:31]=[O:32].[CH3:33][CH:34]([CH3:35])[O-:36].[CH3:38][CH:39]([CH3:40])[O-:41].[CH3:42][CH:43]([CH3:44])[O-:45].[CH3:46][CH:47]([CH3:48])[O-:49].[H-:15].[Na+:16].[Ti+4:37].[c:17]1([CH:23]2[CH:24]([CH2:26][OH:27])[O:25]2)[cH:18][cH:19][cH:20][cH:21][cH:22]1>>[C:1]([CH3:2])([CH3:3])([CH3:4])[n:5]1[c:6](=[O:14])[n:7]([CH:23]([c:17]2[cH:18][cH:19][cH:20][cH:21][cH:22]2)[CH:24]([OH:25])[CH2:26][OH:27])[c:8]2[c:9]1[cH:10][cH:11][cH:12][cH:13]2.